From a dataset of the Open Reaction Database (ORD), a public repository of structured organic reaction records. describe an organic reaction: reactants, conditions, products, and yield Starting materials: CC(=O)Oc1ccc2cc(C(=O)O)ccc2c1, CN(C)C=O, C1CCOC1, O=S(Cl)Cl. The product is CC(=O)Oc1ccc2cc(C(=O)O)ccc2c1, [Cl-]. Reaction SMILES: [C:1]([CH3:2])(=[O:3])[O:4][c:5]1[cH:6][c:7]2[cH:8][cH:9][c:10]([C:15](=[O:16])[OH:17])[cH:11][c:12]2[cH:13][cH:14]1.[CH3:18][N:19]([CH3:20])[CH:21]=[O:22].[O:27]1[CH2:28][CH2:29][CH2:30][CH2:31]1.[S:23]([Cl:24])([Cl:25])=[O:26]>>[C:1]([CH3:2])(=[O:3])[O:4][c:5]1[cH:6][c:7]2[cH:8][cH:9][c:10]([C:15](=[O:16])[OH:17])[cH:11][c:12]2[cH:13][cH:14]1.[Cl-:25]. Starting materials: ClC1=C(OC=2C(NC=CC2)=O)C=C(C(=C1)F)N1C(N(C(=CC1=O)C(F)(F)F)C)=O (3-[2-chloro-4-fluoro-5-(3-methyl-2,6-dioxo-4-trifluoromethyl-1,2,3,6-tetrahydropyrimidin-1-yl)phenoxy]-1H-pyridin-2-one), FC(S(=O)(=O)O)(F)F (trifluoromethanesulfonic acid), ClCCCl (1,2-dichloroethane), [N+](=[N-])=CC(=O)OCC (ethyl diazoacetate). Solvent: CCCCCC.C(C)(=O)OCC (hexane ethyl acetate). Reaction conditions: time 2 hour. Product: ClC1=C(OC=2C(=NC=CC2)OCC(=O)OCC)C=C(C(=C1)F)N1C(N(C(=CC1=O)C(F)(F)F)C)=O (3-[2-chloro-4-fluoro-5-(3-methyl-2,6-dioxo-4-trifluoromethyl-1,2,3,6-tetrahydropyrimidin-1-yl)phenoxy]-2-(ethoxycarbonylmethoxy)pyridine). Reaction SMILES: [Cl:1][C:2]1[CH:15]=[C:14]([F:16])[C:13]([N:17]2[C:22](=[O:23])[CH:21]=[C:20]([C:24]([F:27])([F:26])[F:25])[N:19]([CH3:28])[C:18]2=[O:29])=[CH:12][C:3]=1[O:4][C:5]1[C:6](=[O:11])[NH:7][CH:8]=[CH:9][CH:10]=1.FC(F)(F)S(O)(=O)=O.ClCCCl.[N+](=[CH:44][C:45]([O:47][CH2:48][CH3:49])=[O:46])=[N-]>CCCCCC.C(OCC)(=O)C>[Cl:1][C:2]1[CH:15]=[C:14]([F:16])[C:13]([N:17]2[C:22](=[O:23])[CH:21]=[C:20]([C:24]([F:27])([F:26])[F:25])[N:19]([CH3:28])[C:18]2=[O:29])=[CH:12][C:3]=1[O:4][C:5]1[C:6]([O:11][CH2:44][C:45]([O:47][CH2:48][CH3:49])=[O:46])=[N:7][CH:8]=[CH:9][CH:10]=1 |f:4.5|. Procedure: Into a mixture of 1.0 g of 3-[2-chloro-4-fluoro-5-(3-methyl-2,6-dioxo-4-trifluoromethyl-1,2,3,6-tetrahydropyrimidin-1-yl)phenoxy]-1H-pyridin-2-one, 70 mg of trifluoromethanesulfonic acid and 40 ml of 1,2-dichloroethane, 0.4 ml of ethyl diazoacetate (purity: 90%) is dropped at room temperature over 2 hours. After dropping, the reaction mixture is further stirred for 2 hours, and subjected to silica gel column chromatography (eluent; hexane/ethyl acetate=2/1) to give 3-[2-chloro-4-fluoro-5-(3-meth... Starting materials: ClC1=C(N(C(C(F)(F)F)=O)C)C=CC(=C1)I (2'-chloro-4'-iodo-2,2,2-trifluoro-N-methylacetanilide), SC=1C=C(C=CC1)C1(CCOCC1)OC (4-(3-mercaptophenyl)-4-methoxytetrahydropyran). The product is ClC=1C=C(C=CC1N(C(C(F)(F)F)=O)C)SC=1C=C(C=CC1)C1(CCOCC1)OC (4-[3-(3-chloro-4-(N-methyltrifluoroacetamido)phenylthio)phenyl]-4-methoxytetrahydropyran). Isolated yield 8.0%. RXN SMILES: [Cl:1][C:2]1[CH:15]=[C:14](I)[CH:13]=[CH:12][C:3]=1[N:4]([CH3:11])[C:5](=[O:10])[C:6]([F:9])([F:8])[F:7].[SH:17][C:18]1[CH:19]=[C:20]([C:24]2([O:30][CH3:31])[CH2:29][CH2:28][O:27][CH2:26][CH2:25]2)[CH:21]=[CH:22][CH:23]=1>>[Cl:1][C:2]1[CH:15]=[C:14]([S:17][C:18]2[CH:19]=[C:20]([C:24]3([O:30][CH3:31])[CH2:29][CH2:28][O:27][CH2:26][CH2:25]3)[CH:21]=[CH:22][CH:23]=2)[CH:13]=[CH:12][C:3]=1[N:4]([CH3:11])[C:5](=[O:10])[C:6]([F:9])([F:8])[F:7]. Reported procedure: Using a similar procedure to that described in Example 12, 2'-chloro-4'-iodo-2,2,2-trifluoro-N-methylacetanilide was reacted with 4-(3-mercaptophenyl)-4-methoxytetrahydropyran to give 4-[3-(3-chloro-4-(N-methyltrifluoroacetamido)phenylthio)phenyl]-4-methoxytetrahydropyran in 8% yield as a gum. The reactants are [H-].[Na+] (Sodium hydride), ClC1=CC(=C(OC(C)(C)C=2N(C(=NN2)C=2C=C3CNC(C3=CC2)=O)C(C)C)C(=C1)F)F (5-{5-[1-(4-chloro-2,6-difluorophenoxy)-1-methylethyl]-4-isopropyl-4H-1,2,4-triazol-3-yl}isoindolin-1-one), IC (iodomethane). Solvent: CN(C)C=O (DMF). Conditions: time 1 hour. Product: ClC1=CC(=C(OC(C)(C)C=2N(C(=NN2)C=2C=C3CN(C(C3=CC2)=O)C)C(C)C)C(=C1)F)F (5-{5-[1-(4-chloro-2,6-difluorophenoxy)-1-methylethyl]-4-isopropyl-4H-1,2,4-triazol-3-yl}-2-methylisoindolin-1-one). RXN SMILES: [H-].[Na+].[Cl:3][C:4]1[CH:31]=[C:30]([F:32])[C:7]([O:8][C:9]([C:12]2[N:13]([CH:27]([CH3:29])[CH3:28])[C:14]([C:17]3[CH:18]=[C:19]4[C:23](=[CH:24][CH:25]=3)[C:22](=[O:26])[NH:21][CH2:20]4)=[N:15][N:16]=2)([CH3:11])[CH3:10])=[C:6]([F:33])[CH:5]=1.I[CH3:35]>CN(C=O)C>[Cl:3][C:4]1[CH:5]=[C:6]([F:33])[C:7]([O:8][C:9]([C:12]2[N:13]([CH:27]([CH3:29])[CH3:28])[C:14]([C:17]3[CH:18]=[C:19]4[C:23](=[CH:24][CH:25]=3)[C:22](=[O:26])[N:21]([CH3:35])[CH2:20]4)=[N:15][N:16]=2)([CH3:10])[CH3:11])=[C:30]([F:32])[CH:31]=1 |f:0.1|. Reported procedure: Sodium hydride (55% mineral oil, 30 mg) was added to a mixture of 5-{5-[1-(4-chloro-2,6-difluorophenoxy)-1-methylethyl]-4-isopropyl-4H-1,2,4-triazol-3-yl}isoindolin-1-one (200 mg) and DMF (5 ml) under ice cooling, followed by stirring for one hour, iodomethane (0.084 ml) was added thereto, followed by stirring for one hour, while slowly elevating to room temperature. The reaction solution was concentrated, water was added to the residue, followed by extraction with ethyl acetate. The organic lay... Solvent: C(C)O (ethanol). Yields the product C(C1=CC=CC=C1)N(C1CCCC2=C(C1)C=C(C=C2)OCC(=O)[O-])C(=O)OC(C)(C)C.[Na+] (sodium [8-(N-benzyl-tert-butoxycarbonylamino)-6,7,8,9-tetrahydro-5H-benzocyclohepten-2-yloxy]acetate). Reaction SMILES: C([O:3][C:4](=[O:33])[CH2:5][O:6][C:7]1[CH:8]=[CH:9][C:10]2[CH2:16][CH2:15][CH2:14][CH:13]([N:17]([C:25]([O:27][C:28]([CH3:31])([CH3:30])[CH3:29])=[O:26])[CH2:18][C:19]3[CH:24]=[CH:23][CH:22]=[CH:21][CH:20]=3)[CH2:12][C:11]=2[CH:32]=1)C.[OH-].[Na+:35]>C(O)C>[CH2:18]([N:17]([C:25]([O:27][C:28]([CH3:31])([CH3:30])[CH3:29])=[O:26])[CH:13]1[CH2:12][C:11]2[CH:32]=[C:7]([O:6][CH2:5][C:4]([O-:33])=[O:3])[CH:8]=[CH:9][C:10]=2[CH2:16][CH2:15][CH2:14]1)[C:19]1[CH:24]=[CH:23][CH:22]=[CH:21][CH:20]=1.[Na+:35] |f:1.2,4.5|. Run at time 1 hour. The reactants are C(C)OC(COC=1C=CC2=C(CC(CCC2)N(CC2=CC=CC=C2)C(=O)OC(C)(C)C)C1)=O ([8-(N-benzyl-tert-butoxycarbonylamino)-6,7,8,9-tetrahydro-5H-benzocyclohepten-2-yloxy]acetic acid ethyl ester), [OH-].[Na+] (sodium hydroxide). Reported procedure: To a solution of [8-(N-benzyl-tert-butoxycarbonylamino)-6,7,8,9-tetrahydro-5H-benzocyclohepten-2-yloxy]acetic acid ethyl ester (2.5 g) in ethanol (25 ml) was added 1N sodium hydroxide aqueous solution at 5° C., and the solution was stirred at room temperature for 1 hour. The resulting solution was evaporated in vacuo to afford sodium [8-(N-benzyl-tert-butoxycarbonylamino)-6,7,8,9-tetrahydro-5H-benzocyclohepten-2-yloxy]acetate (2.35 g). Reactants: COc1ccc(S(=O)(=O)N(C)c2ccccc2)nn1, Cl, C1COCCO1. Product: CN(c1ccccc1)S(=O)(=O)c1ccc(=O)[nH]n1. RXN SMILES: [CH3:1][N:2]([S:3](=[O:4])(=[O:5])[c:6]1[n:7][n:8][c:9]([O:12][CH3:13])[cH:10][cH:11]1)[c:14]1[cH:15][cH:16][cH:17][cH:18][cH:19]1.[ClH:20].[O:21]1[CH2:22][CH2:23][O:24][CH2:25][CH2:26]1>>[CH3:1][N:2]([S:3](=[O:4])(=[O:5])[c:6]1[n:7][nH:8][c:9](=[O:12])[cH:10][cH:11]1)[c:14]1[cH:15][cH:16][cH:17][cH:18][cH:19]1. Reactants: CN(C(=O)[C@H]1N(CCC1)C1=CC=C(C=C1)N)C ((S)-1-(4-Amino-phenyl)-pyrrolidine-2-carboxylic acid dimethylamide), Cl (HCl), O1CCOCC1 (dioxane), N#CN (Cyanamide). Solvent: CCO (EtOH), C(C)#N (acetonitrile). Run at time 10 minute. Yields the product CN(C(=O)[C@H]1N(CCC1)C1=CC=C(C=C1)NC(=N)N)C ((S)-1-(4-Guanidino-phenyl)-pyrrolidine-2-carboxylic acid dimethylamide). Isolated yield 63.2%. As a reaction SMILES: [CH3:1][N:2]([CH3:17])[C:3]([C@@H:5]1[CH2:9][CH2:8][CH2:7][N:6]1[C:10]1[CH:15]=[CH:14][C:13]([NH2:16])=[CH:12][CH:11]=1)=[O:4].Cl.O1CCOCC1.[N:25]#[C:26][NH2:27]>CCO.C(#N)C>[CH3:1][N:2]([CH3:17])[C:3]([C@@H:5]1[CH2:9][CH2:8][CH2:7][N:6]1[C:10]1[CH:11]=[CH:12][C:13]([NH:16][C:26]([NH2:27])=[NH:25])=[CH:14][CH:15]=1)=[O:4]. Reported procedure: To (S)-1-(4-Amino-phenyl)-pyrrolidine-2-carboxylic acid dimethylamide (Method 53; 0.67 g) was added acetonitrile (20 ml) and EtOH (2 ml). HCl in dioxane (0.86 ml, 3.48 mmol) was added and the reaction was stirred for 10 minutes, HCl salt precipitated. Cyanamide (0.2 g, 4.9 mmol) was added and the reaction was heated at reflux over the weekend. The black reaction was filtered and the black HCl salt was dissolved in water (5 ml) and basified with NaHCO3 (20 ml) solution. No solid was observed; the...